From a dataset of the Open Reaction Database (ORD), a public repository of structured organic reaction records. describe an organic reaction: reactants, conditions, products, and yield Starting materials: C12CCCC(CC1)N2C2=CC(=C(CNC(=O)NC1=C3C=NN(C3=CC=C1)C(=O)OC)C=C2)Cl (Methyl 4-[({[4-(8-azabicyclo[3.2.1]oct-8-yl)-2-chlorobenzyl]amino}carbonyl)amino]-1H-indazole-1-carboxylate), [OH-].[Na+] (NaOH). Run in CO (methanol), CO (MeOH). Reaction conditions: time 30 minute. Yields the product C12CCCC(CC1)N2C2=CC(=C(CNC(=O)NC1=C3C=NNC3=CC=C1)C=C2)Cl (N-[4-(8-azabicyclo[3.2.1]oct-8-yl)-2-chlorobenzyl]-N′-1H-indazol-4-ylurea). Reaction SMILES: [CH:1]12[N:8]([C:9]3[CH:32]=[CH:31][C:12]([CH2:13][NH:14][C:15]([NH:17][C:18]4[CH:26]=[CH:25][CH:24]=[C:23]5[C:19]=4[CH:20]=[N:21][N:22]5C(OC)=O)=[O:16])=[C:11]([Cl:33])[CH:10]=3)[CH:5]([CH2:6][CH2:7]1)[CH2:4][CH2:3][CH2:2]2.[OH-].[Na+]>CO>[CH:5]12[N:8]([C:9]3[CH:32]=[CH:31][C:12]([CH2:13][NH:14][C:15]([NH:17][C:18]4[CH:26]=[CH:25][CH:24]=[C:23]5[C:19]=4[CH:20]=[N:21][NH:22]5)=[O:16])=[C:11]([Cl:33])[CH:10]=3)[CH:1]([CH2:7][CH2:6]1)[CH2:2][CH2:3][CH2:4]2 |f:1.2|. Reported procedure: Methyl 4-[({[4-(8-azabicyclo[3.2.1]oct-8-yl)-2-chlorobenzyl]amino}carbonyl)amino]-1H-indazole-1-carboxylate (803 mg, 1.72 mmol) in methanol (40 mL) was treated with 1.2N NaOH in MeOH (20 mL). After stirring for 30 minutes, the mixture was concentrated under reduced pressure. The residue was partitioned between ethyl acetate and saturated NaHCO3 solution. The separated aqueous phase was extracted with ethyl acetate. The organic layers were combined, washed with brine, dried (Na2SO4), filtered, an... The reactants are Cl.ClC1=C(C=CC=C1)CCNCCCCC(=O)C=1C=C2CCCN3C2=C(C1)CC3=O (8-(5-{[2-(2-chlorophenyl)ethyl]amino}pentanoyl)-5,6-dihydro-4H-pyrrolo[3,2,1-ij]quinolin-2 (1H)-one hydrochloride), C(C(=O)O)(=O)O (oxalic acid). Product: C(C(=O)O)(=O)O.ClC1=C(C=CC=C1)CCNCCCCC(=O)C=1C=C2CCCN3C2=C(C1)CC3=O (8-(5-{[2-(2-Chlorophenyl)ethyl]amino}pentanoyl)-5,6-dihydro-4H-pyrrolo[3,2,1-ij]quinolin-2 (1H)-one oxalate), crystals. As a reaction SMILES: Cl.[Cl:2][C:3]1[CH:8]=[CH:7][CH:6]=[CH:5][C:4]=1[CH2:9][CH2:10][NH:11][CH2:12][CH2:13][CH2:14][CH2:15][C:16]([C:18]1[CH:19]=[C:20]2[C:25]3=[C:26]([CH2:28][C:29](=[O:30])[N:24]3[CH2:23][CH2:22][CH2:21]2)[CH:27]=1)=[O:17].[C:31]([OH:36])(=[O:35])[C:32]([OH:34])=[O:33]>>[C:31]([OH:36])(=[O:35])[C:32]([OH:34])=[O:33].[Cl:2][C:3]1[CH:8]=[CH:7][CH:6]=[CH:5][C:4]=1[CH2:9][CH2:10][NH:11][CH2:12][CH2:13][CH2:14][CH2:15][C:16]([C:18]1[CH:19]=[C:20]2[C:25]3=[C:26]([CH2:28][C:29](=[O:30])[N:24]3[CH2:23][CH2:22][CH2:21]2)[CH:27]=1)=[O:17] |f:0.1,3.4|. Procedure: Using 8-(5-{[2-(2-chlorophenyl)ethyl]amino}pentanoyl)-5,6-dihydro-4H-pyrrolo[3,2,1-ij]quinolin-2 (1H)-one hydrochloride (205 mg, 0,5 mmol) obtained in Example 39 and oxalic acid (45 mg, 0.5 mmol) according to the same method as that of Example 360, the title compound was obtained as colorless crystals (221 mg) having a melting point of 161 to 163° C. (dec). The reactants are C1(=CC=C(C=C1)S(=O)(=O)[O-])C.[NH+]1=CC=CC=C1 (Pyridinium p-toluenesulfonate), C([C@H](O)CO)(=O)OC ((R)-methyl glycerate). Run in COC(C)(C)OC (2,2-dimethoxypropane). Product: [CH2-]C(=O)C.C([C@H](O)CO)(=O)OC ((R)-methyl glycerate acetonide). Yield: 161.2%. As a reaction SMILES: C1(C)C=CC(S([O-])(=O)=O)=CC=1.[NH+]1C=CC=CC=1.[C:18]([O:24][CH3:25])(=[O:23])[C@@H:19]([CH2:21][OH:22])[OH:20]>COC(OC)(C)C>[CH2-:18][C:19]([CH3:21])=[O:20].[C:18]([O:24][CH3:25])(=[O:23])[C@@H:19]([CH2:21][OH:22])[OH:20] |f:0.1,4.5|. Procedure: Pyridinium p-toluenesulfonate (50 mg) was added to a solution of 8.3 g of (R)-methyl glycerate in 30 ml of 2,2-dimethoxypropane and the mixture was refluxed for 30 minutes. The reaction mixture was purified by columnchromatography using silica gel (120 g) and hexane:ethyl acetate (5:1) as an eluant to give 9.87 g (89%) of (R)-methyl glycerate acetonide.